From a dataset of the Open Reaction Database (ORD), a public repository of structured organic reaction records. describe an organic reaction: reactants, conditions, products, and yield Reactants: [N+](=[N-])=CC(=O)OCC (ethyl diazoacetate), FC=1C=C(CO)C=CC1 (3-fluorobenzyl alcohol). The reagents and catalysts are CC(=O)O.CC(=O)O.CC(=O)O.CC(=O)O.[Rh].[Rh] (rhodium (II) acetate dimer). Solvent: CCCCCCC (heptane), ClCCl (dichloromethane). Conditions: time 30 minute. Product: C(C)OC(COCC1=CC(=CC=C1)F)=O (3-Fluorobenzyloxyacetic acid ethyl ester). The yield is 98.4%. Reaction SMILES: [F:1][C:2]1[CH:3]=[C:4]([CH:7]=[CH:8][CH:9]=1)[CH2:5][OH:6].[N+](=[CH:12][C:13]([O:15][CH2:16][CH3:17])=[O:14])=[N-]>ClCCl.CCCCCCC.CC(O)=O.CC(O)=O.CC(O)=O.CC(O)=O.[Rh].[Rh]>[CH2:16]([O:15][C:13](=[O:14])[CH2:12][O:6][CH2:5][C:4]1[CH:7]=[CH:8][CH:9]=[C:2]([F:1])[CH:3]=1)[CH3:17] |f:4.5.6.7.8.9|. Procedure details: To a solution of 3-fluorobenzyl alcohol (1.12 g, 10.0 mmol) in dichloromethane (20 mL) is added rhodium (II) acetate dimer (10 mg) followed by ethyl diazoacetate (0.95 mL, 9.0 mmol). The reaction mixture is stirred at RT for 30 min. The reaction mixture is diluted with heptane, filtered through Celite, and the filtrate is evaporated and the residue is vacuum distilled at 150° C. to give 1.88 g of the product 392. 1H NMR (CDCl3) δ 7.30 (m, 1H), 7.12 (m, 2H), 6.99 (dt, 1H), 4.63 (s, 2H), 4.28 (q, ... Reactants: COC1=CC=C(CN(C2=NC=C(C=N2)C=2C3=C(N=C(N2)N2CCOCC2)N(CC3)C3=CC=NC=C3)CC3=CC=C(C=C3)OC)C=C1 (bis-(4-methoxy-benzyl)-[5-(2-morpholin-4-yl-7-pyridin-4-yl-6,7-dihydro-5H-pyrrolo[2,3-d]pyrimidin-4-yl)-pyrimidin-2-yl]-amine), C(=O)(C(F)(F)F)O (TFA). The reagents and catalysts are S(O)(O)(=O)=O (sulfuric acid). Run at temperature 40 celsius, time 6 hour. Yields the product N1(CCOCC1)C=1N=C(C2=C(N1)N(CC2)C2=CC=NC=C2)C=2C=NC(=NC2)N (5-(2-Morpholin-4-yl-7-pyridin-4-yl-6,7-dihydro-5H-pyrrolo[2,3-d]pyrimidin-4-yl)-pyrimidin-2-ylamine). Yield: 26.0%. As a reaction SMILES: COC1C=CC(C[N:8](CC2C=CC(OC)=CC=2)[C:9]2[N:14]=[CH:13][C:12]([C:15]3[C:16]4[CH2:29][CH2:28][N:27]([C:30]5[CH:35]=[CH:34][N:33]=[CH:32][CH:31]=5)[C:17]=4[N:18]=[C:19]([N:21]4[CH2:26][CH2:25][O:24][CH2:23][CH2:22]4)[N:20]=3)=[CH:11][N:10]=2)=CC=1.C(O)(C(F)(F)F)=O>S(=O)(=O)(O)O>[N:21]1([C:19]2[N:20]=[C:15]([C:12]3[CH:13]=[N:14][C:9]([NH2:8])=[N:10][CH:11]=3)[C:16]3[CH2:29][CH2:28][N:27]([C:30]4[CH:35]=[CH:34][N:33]=[CH:32][CH:31]=4)[C:17]=3[N:18]=2)[CH2:22][CH2:23][O:24][CH2:25][CH2:26]1. Procedure: To the obtained bis-(4-methoxy-benzyl)-[5-(2-morpholin-4-yl-7-pyridin-4-yl-6,7-dihydro-5H-pyrrolo[2,3-d]pyrimidin-4-yl)-pyrimidin-2-yl]-amine, TFA (3 ml) and concentrated sulfuric acid (a few drops) were added, followed by stirring at 40° C. for 6 hours. This was concentrated under reduced pressure, and water was added, followed by neutralization with 1N aqueous sodium hydroxide solution. The resulting solid was purified by silica gel column chromatography (dichloromethane/2N ammonia methanol=40...